From a dataset of the Open Reaction Database (ORD), a public repository of structured organic reaction records. describe an organic reaction: reactants, conditions, products, and yield Reactants: C([O-])(O)=O.[Na+] (sodium bicarbonate), C(C1=CC=CC=C1)OC1=C(CN(CC)C2=NC=C(C=C2)C(=O)OC)C=C(C=C1)Br (methyl 2-[N-(2-benzyloxy-5-bromobenzyl)-N-ethylamino]-5-pyridylcarboxylate), C(C)(=O)OCC.CCCCCC (ethyl acetate hexane). Solvent: ClCCl (dichloromethane). Reaction conditions: time 48 hour. Yields the product BrC=1C=CC(=C(CN(CC)C2=NC=C(C=C2)C(=O)OC)C1)O (Methyl 2-[N-(5-bromo-2-hydroxybenzyl)-N-ethylamino]pyridine-5-carboxylate). Isolated yield 75.1%. Reaction SMILES: C([O:8][C:9]1[CH:28]=[CH:27][C:26]([Br:29])=[CH:25][C:10]=1[CH2:11][N:12]([C:15]1[CH:20]=[CH:19][C:18]([C:21]([O:23][CH3:24])=[O:22])=[CH:17][N:16]=1)[CH2:13][CH3:14])C1C=CC=CC=1.C(=O)(O)[O-].[Na+].C(OCC)(=O)C.CCCCCC>ClCCl>[Br:29][C:26]1[CH:27]=[CH:28][C:9]([OH:8])=[C:10]([CH:25]=1)[CH2:11][N:12]([C:15]1[CH:20]=[CH:19][C:18]([C:21]([O:23][CH3:24])=[O:22])=[CH:17][N:16]=1)[CH2:13][CH3:14] |f:1.2,3.4|. Procedure: A solution of methyl 2-[N-(2-benzyloxy-5-bromobenzyl)-N-ethylamino]-5-pyridylcarboxylate (10.0 g, 22 mM) in dichloromethane (150 ml) was treated with boron trichloride dimethyl sulfide complex (40 ml, 2M, 80 mM). The reaction was stirred at ambient temperature for 48 hours. Saturated sodium bicarbonate solution was added and the layers were separated. The aqueous layer was washed with dichloromethane. The organic layers were combined, dried (MgSO4) and evaporated to give an off-white solid. The ... Starting materials: CCCCOc1c(OCCCC)c(=O)c1=O, CO, [NH4+], C1CCOC1, [OH-]. The product is CCCCOc1c(N)c(=O)c1=O. RXN SMILES: [CH2:1]([CH2:2][CH2:3][CH3:4])[O:5][c:6]1[c:7]([O:12][CH2:13][CH2:14][CH2:15][CH3:16])[c:8](=[O:11])[c:9]1=[O:10].[CH3:24][OH:25].[NH4+:17].[O:19]1[CH2:20][CH2:21][CH2:22][CH2:23]1.[OH-:18]>>[CH2:1]([CH2:2][CH2:3][CH3:4])[O:5][c:6]1[c:7]([NH2:17])[c:8](=[O:11])[c:9]1=[O:10].